From a dataset of the Open Reaction Database (ORD), a public repository of structured organic reaction records. describe an organic reaction: reactants, conditions, products, and yield The reactants are CCO, COc1ccc2cccc(CC#N)c2c1, [H][H], N. Product: COc1ccc2cccc(CCN)c2c1. RXN SMILES: [CH3:19][CH2:20][OH:21].[CH3:1][O:2][c:3]1[cH:4][cH:5][c:6]2[cH:7][cH:8][cH:9][c:10]([CH2:13][C:14]#[N:15])[c:11]2[cH:12]1.[H:17][H:18].[NH3:16]>>[CH3:1][O:2][c:3]1[cH:4][cH:5][c:6]2[cH:7][cH:8][cH:9][c:10]([CH2:13][CH2:14][NH2:15])[c:11]2[cH:12]1. Reactants: C1(CCCCC1)N(C1=CC(=NC=N1)C(=O)O)C (6-[cyclohexyl(methyl)amino]pyrimidine-4-carboxylic acid), C1(CCCCC1)N(C1=CC(=NC=N1)C(=O)O)C (6-[cyclohexyl(methyl)amino]pyrimidine-4-carboxylic acid), NC1=CC=C(C=C1)S(=O)(=O)NCCO (4-amino-N-(2-hydroxyethyl)benzenesulfonamide). The product is C1(CCCCC1)N(C1=CC(=NC=N1)C(=O)NC1=CC=C(C=C1)S(=O)(=O)NCCO)C (6-[cyclohexyl(methyl)amino]-N-(4-{[(2-hydroxyethyl)amino]sulfonyl}phenyl)pyrimidine-4-carboxamide). Reaction SMILES: [CH:1]1([N:7]([CH3:17])[C:8]2[N:13]=[CH:12][N:11]=[C:10]([C:14]([OH:16])=O)[CH:9]=2)[CH2:6][CH2:5][CH2:4][CH2:3][CH2:2]1.[NH2:18][C:19]1[CH:24]=[CH:23][C:22]([S:25]([NH:28][CH2:29][CH2:30][OH:31])(=[O:27])=[O:26])=[CH:21][CH:20]=1>>[CH:1]1([N:7]([CH3:17])[C:8]2[N:13]=[CH:12][N:11]=[C:10]([C:14]([NH:18][C:19]3[CH:24]=[CH:23][C:22]([S:25]([NH:28][CH2:29][CH2:30][OH:31])(=[O:27])=[O:26])=[CH:21][CH:20]=3)=[O:16])[CH:9]=2)[CH2:2][CH2:3][CH2:4][CH2:5][CH2:6]1. Procedure details: Following the general method as outlined in Example 1, starting from 6-[cyclohexyl(methyl)amino]pyrimidine-4-carboxylic acid (Intermediate 10) and 4-amino-N-(2-hydroxyethyl)benzenesulfonamide (prepared according to the method described by R. N. Misra et al. in Bioorg. Med. Chem. Lett. 2004, 14, 2973-2977), the title compound was obtained as a white solid after purification by column chromatography (silica) eluting with cyclohexane containing increasing amounts of EtOAc. The reactants are Cl (Hydrochloric acid), CON=C(C(=O)NC1[C@@H]2N(C(C(CS2)O)C(=O)O)C1=O)C(CBr)(OCC)OCC (7-(2-methoxyimino-3,3-diethoxy-4-bromobutyramido)-3-hydroxycepham-4-carboxylic acid). Run in C(Cl)Cl (methylene chloride). Conditions: time 70 minute. Yields the product CON=C(C(=O)NC1[C@@H]2N(C(C(CS2)O)C(=O)O)C1=O)C(CBr)=O (7-(2-methoxyimino-3-oxo-4-bromobutyramido)-3-hydroxycepham-4-carboxylic acid). Isolated yield 121.5%. Reaction SMILES: Cl.[CH3:2][O:3][N:4]=[C:5]([C:22](OCC)([O:25]CC)[CH2:23][Br:24])[C:6]([NH:8][CH:9]1[C:20](=[O:21])[N:11]2[CH:12]([C:17]([OH:19])=[O:18])[CH:13]([OH:16])[CH2:14][S:15][C@H:10]12)=[O:7]>C(Cl)Cl>[CH3:2][O:3][N:4]=[C:5]([C:22](=[O:25])[CH2:23][Br:24])[C:6]([NH:8][CH:9]1[C:20](=[O:21])[N:11]2[CH:12]([C:17]([OH:19])=[O:18])[CH:13]([OH:16])[CH2:14][S:15][C@H:10]12)=[O:7]. Procedure: 6N Hydrochloric acid (2 ml) was added to a solution of 7-(2-methoxyimino-3,3-diethoxy-4-bromobutyramido)-3-hydroxycepham-4-carboxylic acid (syn isomer, 500 mg) in methylene chloride (5 ml) under ice-cooling and stirred at room temperature for 70 minutes. The precipitates were collected by filtration, washed with a saturated aqueous solution of sodium chloride (5 ml) and methylene chloride (1 ml) successively, and dried over phosphorus pentachloride to give 7-(2-methoxyimino-3-oxo-4-bromobutyrami... Starting materials: C(C1=CC=CC=C1)(=O)O (benzoic acid), C(C)NCC(C(F)(F)F)(O)CNC1=C2C=NN(C2=CC(=C1)C)C1=CC=CC=C1 (3-(ethylamino)-1,1,1-trifluoro-2-{[(6-methyl-1-phenyl-1H-indazol-4-yl)amino]methyl}-2-propanol). Product: C(C)N(C(C1=CC=CC=C1)=O)CC(C(F)(F)F)(CNC1=C2C=NN(C2=CC(=C1)C)C1=CC=CC=C1)O (N-Ethyl-N-(3,3,3-trifluoro-2-hydroxy-2-{[(6-methyl-1-phenyl-1H-indazol-4-yl)amino]methyl}propyl)benzamide). Reaction SMILES: [C:1]([OH:9])(=O)[C:2]1[CH:7]=[CH:6][CH:5]=[CH:4][CH:3]=1.[CH2:10]([NH:12][CH2:13][C:14]([CH2:20][NH:21][C:22]1[CH:30]=[C:29]([CH3:31])[CH:28]=[C:27]2[C:23]=1[CH:24]=[N:25][N:26]2[C:32]1[CH:37]=[CH:36][CH:35]=[CH:34][CH:33]=1)([OH:19])[C:15]([F:18])([F:17])[F:16])[CH3:11]>>[CH2:10]([N:12]([CH2:13][C:14]([OH:19])([CH2:20][NH:21][C:22]1[CH:30]=[C:29]([CH3:31])[CH:28]=[C:27]2[C:23]=1[CH:24]=[N:25][N:26]2[C:32]1[CH:37]=[CH:36][CH:35]=[CH:34][CH:33]=1)[C:15]([F:18])([F:17])[F:16])[C:1](=[O:9])[C:2]1[CH:3]=[CH:4][CH:5]=[CH:6][CH:7]=1)[CH3:11]. Procedure details: Prepared similarly to Example 11 from benzoic acid and 3-(ethylamino)-1,1,1-trifluoro-2-{[(6-methyl-1-phenyl-1H-indazol-4-yl)amino]methyl}-2-propanol. Reactants: O=C(O)CCc1cc(Br)c(OCc2cccc([N+](=O)[O-])c2)c(Br)c1, CCO, [Na+], [Na+], O=S([O-])S(=O)[O-]. Yields the product Nc1cccc(COc2c(Br)cc(CCC(=O)O)cc2Br)c1. As a reaction SMILES: [Br:1][c:2]1[cH:3][c:4]([CH2:20][CH2:21][C:22](=[O:23])[OH:24])[cH:5][c:6]([Br:19])[c:7]1[O:8][CH2:9][c:10]1[cH:11][c:12]([N+:16]([O-:17])=[O:18])[cH:13][cH:14][cH:15]1.[CH3:33][CH2:34][OH:35].[Na+:31].[Na+:32].[S:25]([S:26]([O-:27])=[O:28])([O-:29])=[O:30]>>[Br:1][c:2]1[cH:3][c:4]([CH2:20][CH2:21][C:22](=[O:23])[OH:24])[cH:5][c:6]([Br:19])[c:7]1[O:8][CH2:9][c:10]1[cH:11][c:12]([NH2:16])[cH:13][cH:14][cH:15]1. Reactants: CCOc1ccc2c(ccn2S(=O)(=O)c2ccccc2)c1CN(C)C, CCO, [Na+], [OH-], O. Yields the product CCOc1ccc2[nH]ccc2c1CN(C)C. RXN SMILES: [CH2:1]([CH3:2])[O:3][c:4]1[c:5]([CH2:22][N:23]([CH3:24])[CH3:25])[c:6]2[cH:7][cH:8][n:9]([S:13]([c:14]3[cH:15][cH:16][cH:17][cH:18][cH:19]3)(=[O:20])=[O:21])[c:10]2[cH:11][cH:12]1.[CH3:26][CH2:27][OH:28].[Na+:30].[OH-:29].[OH2:31]>>[CH2:1]([CH3:2])[O:3][c:4]1[c:5]([CH2:22][N:23]([CH3:24])[CH3:25])[c:6]2[cH:7][cH:8][nH:9][c:10]2[cH:11][cH:12]1.